This data is from the Open Reaction Database (ORD), a public repository of structured organic reaction records. The task is: describe an organic reaction: reactants, conditions, products, and yield The reactants are O=C(NC1CC(=O)c2ccccc2C1)OCc1ccccc1, [Li]S(C)(=O)=O, CS(C)(=O)=O, C1CCOC1. The product is CS(=O)(=O)CC1(O)CC(NC(=O)OCc2ccccc2)Cc2ccccc21. As a reaction SMILES: [CH2:1]([c:2]1[cH:3][cH:4][cH:5][cH:6][cH:7]1)[O:8][C:9](=[O:10])[NH:11][CH:12]1[CH2:13][C:14](=[O:22])[c:15]2[cH:16][cH:17][cH:18][cH:19][c:20]2[CH2:21]1.[CH3:23][S:24]([Li:25])(=[O:26])=[O:27].[CH3:28][S:29](=[O:30])(=[O:31])[CH3:32].[O:33]1[CH2:34][CH2:35][CH2:36][CH2:37]1>>[CH2:1]([c:2]1[cH:3][cH:4][cH:5][cH:6][cH:7]1)[O:8][C:9](=[O:10])[NH:11][CH:12]1[CH2:13][C:14]([OH:22])([CH2:28][S:29](=[O:30])(=[O:31])[CH3:32])[c:15]2[cH:16][cH:17][cH:18][cH:19][c:20]2[CH2:21]1. Starting materials: O (water), [H-].[Na+] (sodium hydride), ICCCCCC (iodohexane), BrC1=CC=C(OCCO)C=C1 (2-(4-bromophenoxy)-1-ethanol). Run in CN(C)C=O (DMF). Reaction conditions: time 2 hour. The product is BrC1=CC=C(C=C1)OCCOCCCCCC (1-bromo-4-(2-hexyloxyethoxy)benzene). As a reaction SMILES: [Br:1][C:2]1[CH:11]=[CH:10][C:5]([O:6][CH2:7][CH2:8][OH:9])=[CH:4][CH:3]=1.[H-].[Na+].I[CH2:15][CH2:16][CH2:17][CH2:18][CH2:19][CH3:20].O>CN(C=O)C>[Br:1][C:2]1[CH:11]=[CH:10][C:5]([O:6][CH2:7][CH2:8][O:9][CH2:15][CH2:16][CH2:17][CH2:18][CH2:19][CH3:20])=[CH:4][CH:3]=1 |f:1.2|. Procedure: In DMF (195 ml) was dissolved 2-(4-bromophenoxy)-1-ethanol (19. 5 g). To the mixture was added under ice-cooling 65% sodium hydride (5.3 g), and the mixture was stirred at room temperature for 2 hours. To the mixture was added dropwise iodohexane (19.9 ml), and the mixture was stirred for 2 hours. The reaction mixture was added to water, and the mixture was extracted with ethyl acetate, washed with saturated brine and dried with magnesium sulfate. Under reduced pressure, the solvent was evaporat... Starting materials: CC=1C2=CC=CC=C2C2CNCCC21 (1,3,4,9b-Tetrahydro-5-methyl-2H-indeno[1,2-c]pyridine), ClCCCCC(=O)N (5-chlorovaleric acid amide), Cl (hydrochloride). The product is CC=1C2=CC=CC=C2C2CN(CCC21)CCCCC(=O)N (5-(1,3,4,9b-Tetrahydro-5-methyl-2H-indeno[1,2-c]pyridin-2-yl) valeric acid amide). Reaction SMILES: [CH3:1][C:2]1[C:3]2[C:8]([CH:9]3[C:14]=1[CH2:13][CH2:12][NH:11][CH2:10]3)=[CH:7][CH:6]=[CH:5][CH:4]=2.Cl[CH2:16][CH2:17][CH2:18][CH2:19][C:20]([NH2:22])=[O:21].Cl>>[CH3:1][C:2]1[C:3]2[C:8]([CH:9]3[C:14]=1[CH2:13][CH2:12][N:11]([CH2:16][CH2:17][CH2:18][CH2:19][C:20]([NH2:22])=[O:21])[CH2:10]3)=[CH:7][CH:6]=[CH:5][CH:4]=2. Procedure: 1,3,4,9b-Tetrahydro-5-methyl-2H-indeno[1,2-c]pyridine and 5-chlorovaleric acid amide are reacted in accordance with the process described in Example 1. Reaction period 19 hours at 60°. The hydrochloride of the title compound has a M.P. of 194°-196° from ethanol. The yield is 51.8%. Solvent: CC#N (CH3CN), C(=O)(C(F)(F)F)O (TFA). Reactants: ClC1=NC(=CC=C1C(F)(F)F)C1=CC=C(C=C1)CC (2-chloro-6-(4-ethylphenyl)-3-(trifluoromethyl)pyridine), NCCCO (3-amino-1-propanol). The product is C(C)C1=CC=C(C=C1)C1=CC=C(C(=N1)NCCCO)C(F)(F)F (3-{[6-(4-ethylphenyl)-3-(trifluoromethyl)-2-pyridinyl]amino}-1-propanol). Procedure: To a solution of 2-chloro-6-(4-ethylphenyl)-3-(trifluoromethyl)pyridine (Example 315, 0.36 g, 1.25 mmol) and 3-amino-1-propanol (0.38 g, 5.00 mmol) in CH3CN (2 mL), TFA (0.5 mL) was added. The mixture was stirred at reflux for 18 h, and then concentrated under reduced pressure. The product (0.21 g, 52%) was isolated after silica gel flash chromatography (2:1 hexanes/EtOAc). 1H NMR (400 MHz, CD3OD) δ 7.95 (d, 2H), 7.72 (d, 1H), 7.27 (d, 2H), 7.10 (d, 1H), 3.72 (t, 2H), 3.66 (t, 2H), 2.69 (q, 2H),... As a reaction SMILES: Cl[C:2]1[C:7]([C:8]([F:11])([F:10])[F:9])=[CH:6][CH:5]=[C:4]([C:12]2[CH:17]=[CH:16][C:15]([CH2:18][CH3:19])=[CH:14][CH:13]=2)[N:3]=1.[NH2:20][CH2:21][CH2:22][CH2:23][OH:24]>CC#N.C(O)(C(F)(F)F)=O>[CH2:18]([C:15]1[CH:16]=[CH:17][C:12]([C:4]2[N:3]=[C:2]([NH:20][CH2:21][CH2:22][CH2:23][OH:24])[C:7]([C:8]([F:11])([F:10])[F:9])=[CH:6][CH:5]=2)=[CH:13][CH:14]=1)[CH3:19].